Dataset: the Open Reaction Database (ORD), a public repository of structured organic reaction records. Task: describe an organic reaction: reactants, conditions, products, and yield Starting materials: C(C)O (ethanol), NC1=CC(=C(C(=O)OCC)C=C1)Cl (ethyl 4-amino-2-chlorobenzoate), OCC(O)CO (glycerol), [N+](=O)([O-])C=1C=C(C=CC1)S(=O)(=O)[O-].[Na+] (sodium 3-nitrobenzenesulfonate). The solvent is S(O)(O)(=O)=O (sulfuric acid). Reaction conditions: temperature 140 celsius, time 1 hour. Product: ClC1=C2C=CC=NC2=CC=C1C(=O)OCC (ethyl 5-chloro-6-quinolinecarboxylate). Isolated yield 32.0%. As a reaction SMILES: [NH2:1][C:2]1[CH:12]=[CH:11][C:5]([C:6]([O:8][CH2:9][CH3:10])=[O:7])=[C:4]([Cl:13])[CH:3]=1.O[CH2:15][CH:16]([CH2:18]O)O.[N+](C1C=C(S([O-])(=O)=O)C=CC=1)([O-])=O.[Na+].C(O)C>S(=O)(=O)(O)O>[Cl:13][C:4]1[C:5]([C:6]([O:8][CH2:9][CH3:10])=[O:7])=[CH:11][CH:12]=[C:2]2[C:3]=1[CH:15]=[CH:16][CH:18]=[N:1]2 |f:2.3|. Procedure: A mixture of ethyl 4-amino-2-chlorobenzoate (20 g), glycerol (32.17 g) and sodium 3-nitrobenzenesulfonate (46.73 g) in sulfuric acid (75%) (160 ml) was stirred for 3 hours at 100° C. and for 1 hour at 140° C. After the mixture was cooled to 60° C. and ethanol (200 ml) was added, the mixture was stirred for 16 hours at 60° C. Ethanol was evaporated and the residue was poured into ice water, neutralized with NH4OH and extracted with ethylacetate. The separated organic layer was dried over MgSO4, f... Reactants: C(#N)[BH3-].[Na+] (sodium cyanoborohydride), N1CCC(CC1)N1C(C[C@H]2CCCCC12)=O ((3aR)-1-piperidin-4-yloctahydro-2H-indol-2-one), O=C1CCN(CC1)C(=O)OCC (ethyl 4-oxopiperidine-1-carboxylate), C[O-].[Na+] (sodium methoxide). Reagents/catalysts: [Cl-].[Zn+2].[Cl-] (zinc chloride). Run in CO (MeOH), CO (MeOH). The product is O=C1N([C@H]2CCCC[C@@H]2C1)C1CCN(CC1)C1CCN(CC1)C(=O)OCC (ethyl 4-[(3aR,7aS)-2-oxooctahydro-1H-indol-1-yl]-1,4′-bipiperidine-1′-carboxylate). RXN SMILES: [NH:1]1[CH2:6][CH2:5][CH:4]([N:7]2[CH:15]3[C@H:10]([CH2:11][CH2:12][CH2:13][CH2:14]3)[CH2:9][C:8]2=[O:16])[CH2:3][CH2:2]1.C[O-].[Na+].O=[C:21]1[CH2:26][CH2:25][N:24]([C:27]([O:29][CH2:30][CH3:31])=[O:28])[CH2:23][CH2:22]1.C([BH3-])#N.[Na+]>CO.[Cl-].[Zn+2].[Cl-]>[O:16]=[C:8]1[CH2:9][C@@H:10]2[C@H:15]([CH2:14][CH2:13][CH2:12][CH2:11]2)[N:7]1[CH:4]1[CH2:3][CH2:2][N:1]([CH:21]2[CH2:26][CH2:25][N:24]([C:27]([O:29][CH2:30][CH3:31])=[O:28])[CH2:23][CH2:22]2)[CH2:6][CH2:5]1 |f:1.2,4.5,7.8.9|. Reported procedure: The crude of (3aR)-1-piperidin-4-yloctahydro-2H-indol-2-one (110 mg) was dissolved in MeOH (3 mL) and sodium methoxide (25 μL) was added followed by ethyl 4-oxopiperidine-1-carboxylate (77 μL, 0.5 mmol. A solution of sodium cyanoborohydride (35 mg, 0.5 mmol) and zinc chloride (29 mg, 0.25 mmol) in MeOH (1 mL) was added drop wise at room temperature and the mixture was stirred at room temperature over night. The solvent was then removed under reduced pressure and the residue dissolved in dichloro...